From a dataset of the Open Reaction Database (ORD), a public repository of structured organic reaction records. describe an organic reaction: reactants, conditions, products, and yield Reactants: [Li+].C[Si](C)(C)[N-][Si](C)(C)C (LHMDS), NC1=CC=NC=C1 (4-aminopyridine), C1(CC1)CC(CC1=NC(=NC=C1)S(=O)C)=O (1-Cyclopropyl-3-[2-(methylsulfinyl)pyrimidin-4-yl]propan-2-one). The solvent is C1CCOC1 (THF), C1CCOC1 (THF). Run at time 15 minute. The product is C1(CC1)CC(CC1=NC(=NC=C1)NC1=CC=NC=C1)=O (1-Cyclopropyl-3-[2-(pyridin-4-ylamino)pyrimidin-4-yl]propan-2-one). Yield: 86.3%. As a reaction SMILES: [NH2:1][C:2]1[CH:7]=[CH:6][N:5]=[CH:4][CH:3]=1.[Li+].C[Si]([N-][Si](C)(C)C)(C)C.[CH:18]1([CH2:21][C:22](=[O:33])[CH2:23][C:24]2[CH:29]=[CH:28][N:27]=[C:26](S(C)=O)[N:25]=2)[CH2:20][CH2:19]1>C1COCC1>[CH:18]1([CH2:21][C:22](=[O:33])[CH2:23][C:24]2[CH:29]=[CH:28][N:27]=[C:26]([NH:1][C:2]3[CH:7]=[CH:6][N:5]=[CH:4][CH:3]=3)[N:25]=2)[CH2:19][CH2:20]1 |f:1.2|. Procedure details: To a solution of 4-aminopyridine (328 mg, 3.49 mmol) in THF (2.344 mL) cooled to −78° C. was added LHMDS (583 mg, 3.49 mmol). The reaction was warmed to rt and stirred for 15 minutes. The reaction was again cooled to −78° C. and 1-cyclopropyl-3-[2-(methylsulfinyl)pyrimidin-4-yl]propan-2-one (7) (277 mg, 1.162 mmol) was added as a solution in THF (2 mL). The reaction was warmed to rt and stirred for 1 hour. The reaction was quenched by slow addition of saturated ammonium chloride and the volatile... The reactants are Cl (hydrochloric acid), ice, COC1=C(C=CC=C1)C(F)(F)F (1-methoxy-2-(trifluoromethyl)benzene), C(C)(=O)O (acetic acid). Product: COC1=C(C=C(C=C1)C(C)=O)C(F)(F)F (1-[4-Methoxy-3-(trifluoromethyl)phenyl]ethanone). RXN SMILES: [CH3:1][O:2][C:3]1[CH:8]=[CH:7][CH:6]=[CH:5][C:4]=1[C:9]([F:12])([F:11])[F:10].Cl.[C:14](O)(=[O:16])[CH3:15]>>[CH3:1][O:2][C:3]1[CH:8]=[CH:7][C:6]([C:14](=[O:16])[CH3:15])=[CH:5][C:4]=1[C:9]([F:10])([F:11])[F:12]. Reported procedure: A solution 1-methoxy-2-(trifluoromethyl)benzene (3.52 g) was dissolved in glacial acetic acid (30 ml) and treated with boron trifluoride acetic acid complex (30 ml) and the resulting solution maintained at 55° for 48 hours. The solution was poured into dilute hydrochloric acid (100 ml) and ice (100 g) added and the mixture extracted with chloroform (2×200 ml). The combined organic extracts were washed with sodium bicarbonate solution (3×100 ml), then water (100 ml), dried and evaporated to dryne... Reactants: CO, CC(C=CC(=O)OC(C)(C)C)=Cc1ccc([N+](=O)[O-])cc1, O, O, Cl[Sn]Cl. The product is CC(C=CC(=O)OC(C)(C)C)=Cc1ccc(N)cc1. RXN SMILES: [CH3:27][OH:28].[CH3:6][C:7]([CH:8]=[CH:9][C:10](=[O:11])[O:12][C:13]([CH3:14])([CH3:15])[CH3:16])=[CH:17][c:18]1[cH:19][cH:20][c:21]([N+:24]([O-:25])=[O:26])[cH:22][cH:23]1.[OH2:1].[OH2:2].[Sn:3]([Cl:4])[Cl:5]>>[CH3:6][C:7]([CH:8]=[CH:9][C:10](=[O:11])[O:12][C:13]([CH3:14])([CH3:15])[CH3:16])=[CH:17][c:18]1[cH:19][cH:20][c:21]([NH2:24])[cH:22][cH:23]1.